Dataset: the Open Reaction Database (ORD), a public repository of structured organic reaction records. Task: describe an organic reaction: reactants, conditions, products, and yield The reactants are C[C@H]([C@@H](C=1C=CC(=CN1)O)O)[C@@H](C(=O)N[C@@H]([C@@H]2[C@H]([C@H]([C@@H](O2)N3C=CC(=O)NC3=O)O)O)C(=O)O)N (nikkomicin), Alkylamine. The solvent is O (H2O). Reaction conditions: time 24 hour. The product is C[C@H]([C@@H](C=1C=CC(=CN1)O)O)[C@@H](C(=O)N[C@@H]([C@@H]2[C@H]([C@H](C(O2)N3C=C(N=C3O)C=O)O)O)C(=O)O)N (nikkomicin X). RXN SMILES: [CH3:1][C@@H:2]([C@H:12]([NH2:35])[C:13]([NH:15][C@H:16]([C:32]([OH:34])=[O:33])[C@H:17]1[O:21][C@@H:20]([N:22]2[C:28](=[O:29])[NH:27][C:25](=[O:26])[CH:24]=[CH:23]2)[C@H:19]([OH:30])[C@@H:18]1[OH:31])=[O:14])[C@H:3]([OH:11])[C:4]1[CH:5]=[CH:6][C:7]([OH:10])=[CH:8][N:9]=1>O>[CH3:1][C@@H:2]([C@H:12]([NH2:35])[C:13]([NH:15][C@H:16]([C:32]([OH:34])=[O:33])[C@H:17]1[O:21][CH:20]([N:22]2[C:28]([OH:29])=[N:27][C:24]([CH:25]=[O:26])=[CH:23]2)[C@H:19]([OH:30])[C@@H:18]1[OH:31])=[O:14])[C@H:3]([OH:11])[C:4]1[CH:5]=[CH:6][C:7]([OH:10])=[CH:8][N:9]=1. Procedure details: 19 g of nikkomicin were dissolved in 75 ml of H2O, and 9 g of Alkylamine/CPG-1350 (Pierce Chem. Comp.) were added. After degassing the mixture in vacuo, it was left to stand at room temperature for 24 hours. The support material was filtered off, washed out with 800 ml of H2O and treated with 100 ml of 5% strength acetic acid at room temperature for 30 minutes. The filtrate was lyophilized. 116 mg of a residue, which was subsequently chromatographed on LiChroprep RP-8 using methanol/H2O (30:70),... Reactants: [H][H] (hydrogen), 63.4, FC=1C=CC2=C(C(C=C(O2)C(=O)O)=O)C1 (6-fluoro-4-oxo-4H-1-benzopyran-2-carboxylic acid). Reagents/catalysts: [Pd] (palladium-on-charcoal). Run in C(C)(=O)O (acetic acid). Yields the product 49, FC=1C=CC2=C(CCC(O2)C(=O)O)C1 (6-fluoro-3,4-dihydro-2H-1-benzopyran-2-carboxylic acid). The yield is 83.0%. RXN SMILES: [F:1][C:2]1[CH:3]=[CH:4][C:5]2[O:10][C:9]([C:11]([OH:13])=[O:12])=[CH:8][C:7](=O)[C:6]=2[CH:15]=1.[H][H]>[Pd].C(O)(=O)C>[F:1][C:2]1[CH:3]=[CH:4][C:5]2[O:10][CH:9]([C:11]([OH:13])=[O:12])[CH2:8][CH2:7][C:6]=2[CH:15]=1. Procedure: A mixture of 63.4 parts of 6-fluoro-4-oxo-4H-1-benzopyran-2-carboxylic acid and 400 parts of acetic acid was hydrogenated at normal pressure and at room temperature with 3 parts of palladium-on-charcoal catalyst 10%. After the calculated amount of hydrogen was taken up, the catalyst was filtered off and the filtrate was evaporated. The residue was stirred in petroleumether. The product was filtered off and dried in vacuo at 70° C., yielding 49 parts (83%) of 6-fluoro-3,4-dihydro-2H-1-benzopyran-... The reactants are OC1=CC=C(C(=O)O)C=C1 (4-hydroxybenzoic acid), ClC1=CC=C(C=C1)[N+](=O)[O-] (1-chloro-4-nitro-benzene), C[O-].[Na+] (sodium methoxide). Run in CS(=O)C (DMSO). Yields the product [N+](=O)([O-])C1=CC=C(OC2=CC=C(C(=O)O)C=C2)C=C1 (4-(4-Nitrophenoxy)benzoic Acid). RXN SMILES: [OH:1][C:2]1[CH:10]=[CH:9][C:5]([C:6]([OH:8])=[O:7])=[CH:4][CH:3]=1.Cl[C:12]1[CH:17]=[CH:16][C:15]([N+:18]([O-:20])=[O:19])=[CH:14][CH:13]=1.C[O-].[Na+]>CS(C)=O>[N+:18]([C:15]1[CH:16]=[CH:17][C:12]([O:1][C:2]2[CH:10]=[CH:9][C:5]([C:6]([OH:8])=[O:7])=[CH:4][CH:3]=2)=[CH:13][CH:14]=1)([O-:20])=[O:19] |f:2.3|. Reported procedure: Following the general procedure of J. Polym. Sci., Polym. Chem. Ed. (1980), 18(10). 3069-80, 4-hydroxybenzoic acid, 1-chloro-4-nitro-benzene and sodium methoxide were heated in DMSO at 130° C. to afford the title compound. Starting materials: C1CCOC1, CN(C)CCN(C)C, COc1ccc2c(c1)NC(=O)C2C, [Li]CCCC, CI. The product is COc1ccc2c(c1)NC(=O)C2(C)C. RXN SMILES: [CH2:29]1[O:30][CH2:31][CH2:32][CH2:33]1.[CH3:14][N:15]([CH3:16])[CH2:17][CH2:18][N:19]([CH3:20])[CH3:21].[CH3:1][O:2][c:3]1[cH:4][cH:5][c:6]2[c:10]([cH:11]1)[NH:9][C:8](=[O:12])[CH:7]2[CH3:13].[CH3:22][CH2:23][CH2:24][CH2:25][Li:26].[I:27][CH3:28]>>[CH3:1][O:2][c:3]1[cH:4][cH:5][c:6]2[c:10]([cH:11]1)[NH:9][C:8](=[O:12])[C:7]2([CH3:13])[CH3:14]. The product is CC(C)(O)c1cccc(S(N)(=O)=O)c1. RXN SMILES: [Br:1][c:2]1[cH:3][c:4]([C:8]([CH3:9])([CH3:10])[OH:11])[cH:5][cH:6][cH:7]1.[CH3:23][C:24](=[O:25])[O-:26].[CH3:38][CH2:39][O:40][CH2:41][CH3:42].[CH3:43][CH2:44][CH2:45][CH2:46][CH2:47][CH3:48].[Li:12][CH3:13].[Li:14][CH2:15][CH2:16][CH2:17][CH3:18].[NH2:27][O:28][S:29]([OH:30])(=[O:31])=[O:32].[Na+:22].[O:19]=[S:20]=[O:21].[O:33]1[CH2:34][CH2:35][CH2:36][CH2:37]1.[OH2:49]>>[c:2]1([S:20](=[O:19])(=[O:21])[NH2:27])[cH:3][c:4]([C:8]([CH3:9])([CH3:10])[OH:11])[cH:5][cH:6][cH:7]1. Reactants: CC(C)(O)c1cccc(Br)c1, CC(=O)[O-], CCOCC, CCCCCC, [Li]C, [Li]CCCC, NOS(=O)(=O)O, [Na+], O=S=O, C1CCOC1, O.